This data is from the Open Reaction Database (ORD), a public repository of structured organic reaction records. The task is: describe an organic reaction: reactants, conditions, products, and yield Reactants: NC(=O)OCC1c2c(O)cc(C=O)cc2N2CC3NC3C1(O)O2, O=C([O-])O, CO, Cl, [Na+], NNC(=O)Nc1ccccc1. Product: NC(=O)OCC1c2c(O)cc(C=NNC(=O)Nc3ccccc3)cc2N2CC3NC3C1(O)O2. RXN SMILES: [C:1]([NH2:2])([O:3][CH2:4][CH:5]1[c:6]2[c:7]([OH:22])[cH:8][c:9]([CH:20]=[O:21])[cH:10][c:11]2[N:12]2[CH2:13][CH:14]3[NH:15][CH:16]3[C:17]1([OH:19])[O:18]2)=[O:23].[C:24](=[O:25])([OH:26])[O-:27].[CH3:41][OH:42].[ClH:29].[Na+:28].[c:30]1([NH:36][C:37]([NH:38][NH2:39])=[O:40])[cH:31][cH:32][cH:33][cH:34][cH:35]1>>[C:1]([NH2:2])([O:3][CH2:4][CH:5]1[c:6]2[c:7]([OH:22])[cH:8][c:9]([CH:20]=[N:39][NH:38][C:37]([NH:36][c:30]3[cH:31][cH:32][cH:33][cH:34][cH:35]3)=[O:40])[cH:10][c:11]2[N:12]2[CH2:13][CH:14]3[NH:15][CH:16]3[C:17]1([OH:19])[O:18]2)=[O:23]. The reactants are C(C)O (ethanol), C(C)(=O)N1CCC2=CC(=CC(=C12)[N+](=O)[O-])Br (N-acetyl-5-bromo-7-nitroindoline), Cl (hydrochloric acid). The reagents and catalysts are [Fe] (iron). Solvent: O (water). Yields the product C(C)(=O)N1CCC2=CC(=CC(=C12)N)Br (N-acetyl-7-amino-5-bromoindoline). Yield: 32.2%. RXN SMILES: C(O)C.[C:4]([N:7]1[C:15]2[C:10](=[CH:11][C:12]([Br:19])=[CH:13][C:14]=2[N+:16]([O-])=O)[CH2:9][CH2:8]1)(=[O:6])[CH3:5].Cl>[Fe].O>[C:4]([N:7]1[C:15]2[C:10](=[CH:11][C:12]([Br:19])=[CH:13][C:14]=2[NH2:16])[CH2:9][CH2:8]1)(=[O:6])[CH3:5]. Procedure details: To a mixed solution of ethanol (400 ml) and water (100 ml), were added N-acetyl-5-bromo-7-nitroindoline (133.1 g), iron powder (10 mesh; 75 g) and concentrated hydrochloric acid (5 ml), and the mixture was subjected to refluxing for 5 hours with vigorous stirring. The reaction mixture was filtered by suction while hot to remove insoluble matter, and then the filtrate thereof was concentrated and cooled on standing to give the intended compound 38.3 g (32.2%) as a brown needle crystal. M.P.: 154°... Reactants: OC=1C=C2C=CC(=CC2=CC1)C(=O)O (6-hydroxy-2-naphthoic acid), OC1=CC2=CC=C(C=C2C=C1)O (2,6-dihydroxynaphthalene), O.C1(=CC=C(C=C1)S(=O)(=O)O)C (p-toluenesulfonic acid monohydrate). Reagents/catalysts: S(O)(O)(=O)=O (sulfuric acid), S(O)(O)(=O)=O (sulfuric acid). Solvent: C1(=CC=CC=C1)C (toluene). Conditions: time 3 hour. Yields the product OC=1C=C2C=CC(=CC2=CC1)C(=O)OC1=CC=CC2=CC(=CC=C12)O (6-hydroxynaphthyl 6-hydroxy-2-naphthoate). The yield is 66.0%. As a reaction SMILES: [OH:1][C:2]1[CH:3]=[C:4]2[C:9](=[CH:10][CH:11]=1)[CH:8]=[C:7]([C:12]([OH:14])=[O:13])[CH:6]=[CH:5]2.[OH:15][C:16]1[CH:25]=[CH:24][C:23]2[C:18](=[CH:19][CH:20]=[C:21](O)[CH:22]=2)[CH:17]=1.O.C1(C)C=CC(S(O)(=O)=O)=CC=1>S(=O)(=O)(O)O.C1(C)C=CC=CC=1>[OH:1][C:2]1[CH:3]=[C:4]2[C:9](=[CH:10][CH:11]=1)[CH:8]=[C:7]([C:12]([O:14][C:22]1[C:23]3[C:18](=[CH:17][C:16]([OH:15])=[CH:25][CH:24]=3)[CH:19]=[CH:20][CH:21]=1)=[O:13])[CH:6]=[CH:5]2 |f:2.3|. Procedure: A mixture of 9.41 g (0.05 mol) of 6-hydroxy-2-naphthoic acid, 24.03 g (0.15 mol) of 2,6-dihydroxynaphthalene, 0.8 g of p-toluenesulfonic acid monohydrate and 3 drops of concentrated sulfuric acid in 100 ml of toluene was heated under reflux with occasional addition of concentrated sulfuric acid (3 drops every 3 h) for 12 h. The resulting suspension was cooled to room temperature and filtered. The filtercake was suspended in methanol, the suspension was stirred for 3 h and the solid was finally f...